Dataset: the Open Reaction Database (ORD), a public repository of structured organic reaction records. Task: describe an organic reaction: reactants, conditions, products, and yield Reactants: BrB(Br)Br, ClCCl, COc1ccc(CSc2ccc(S(N)(=O)=O)s2)cc1, O. The product is NS(=O)(=O)c1ccc(SCc2ccc(O)cc2)s1. RXN SMILES: [B:1]([Br:2])([Br:3])[Br:4].[CH2:25]([Cl:26])[Cl:27].[CH3:5][O:6][c:7]1[cH:8][cH:9][c:10]([CH2:11][S:12][c:13]2[cH:14][cH:15][c:16]([S:18](=[O:19])(=[O:20])[NH2:21])[s:17]2)[cH:22][cH:23]1.[OH2:24]>>[OH:6][c:7]1[cH:8][cH:9][c:10]([CH2:11][S:12][c:13]2[cH:14][cH:15][c:16]([S:18](=[O:19])(=[O:20])[NH2:21])[s:17]2)[cH:22][cH:23]1. Reactants: BrCc1ccc(COc2ccccc2)cc1, O=C([O-])[O-], CC#N, [K+], [K+], COC(=O)CCC(C(N)=O)N1Cc2c(O)cccc2C1=O. The product is COC(=O)CCC(C(N)=O)N1Cc2c(OCc3ccc(COc4ccccc4)cc3)cccc2C1=O. As a reaction SMILES: [Br:22][CH2:23][c:24]1[cH:25][cH:26][c:27]([CH2:30][O:31][c:32]2[cH:33][cH:34][cH:35][cH:36][cH:37]2)[cH:28][cH:29]1.[C:38](=[O:39])([O-:40])[O-:41].[CH3:44][C:45]#[N:46].[K+:42].[K+:43].[NH2:1][C:2]([CH:3]([CH2:4][CH2:5][C:6](=[O:7])[O:8][CH3:9])[N:10]1[C:11](=[O:20])[c:12]2[cH:13][cH:14][cH:15][c:16]([OH:19])[c:17]2[CH2:18]1)=[O:21]>>[NH2:1][C:2]([CH:3]([CH2:4][CH2:5][C:6](=[O:7])[O:8][CH3:9])[N:10]1[C:11](=[O:20])[c:12]2[cH:13][cH:14][cH:15][c:16]([O:19][CH2:23][c:24]3[cH:25][cH:26][c:27]([CH2:30][O:31][c:32]4[cH:33][cH:34][cH:35][cH:36][cH:37]4)[cH:28][cH:29]3)[c:17]2[CH2:18]1)=[O:21]. Starting materials: CC1=C(C=2C(N(C=CC2)CC(O)C2=CC=CC=C2)=N1)C (2,3-dimethyl-7-(2-phenyl-2-hydroxyethyl)pyrrolo[2,3-b]pyridine), CI (Methyl iodide), [H-].[Na+] (NaH), oil. The solvent is C1CCOC1 (THF). Yields the product CC1=C(C=2C(N(C=CC2)CC(OC)C2=CC=CC=C2)=N1)C (2,3 -Dimethyl-7-[2-phenyl-2-methoxyethyl)-pyrrolo[2,3-b]pyridine). Yield: 65.0%. Reaction SMILES: [CH3:1][C:2]1[N:19]=[C:5]2[N:6]([CH2:10][CH:11]([C:13]3[CH:18]=[CH:17][CH:16]=[CH:15][CH:14]=3)[OH:12])[CH:7]=[CH:8][CH:9]=[C:4]2[C:3]=1[CH3:20].[H-].[Na+].[CH3:23]I>C1COCC1>[CH3:1][C:2]1[N:19]=[C:5]2[N:6]([CH2:10][CH:11]([C:13]3[CH:18]=[CH:17][CH:16]=[CH:15][CH:14]=3)[O:12][CH3:23])[CH:7]=[CH:8][CH:9]=[C:4]2[C:3]=1[CH3:20] |f:1.2|. Procedure details: A solution of 2,3-dimethyl-7-(2-phenyl-2-hydroxyethyl)pyrrolo[2,3-b]pyridine (as the base) (266 mg, 1.0 mmol) in 25 ml dry THF was deaerated and treated with 55% NaH dispersion in oil (48 mg, 1.1 mmol) for 30 min. Methyl iodide (62 μl, 1.0 mmol) was added and allowed to react for 50 min. The solvent was evaporated and the residue partitioned between 100 ml CH2Cl2 and 20 ml 5% NaOH. The organic layer was dried over MgSO4 and evaporated. The residue was chromatographed (silica, CH2Cl2 saturated wi... Yield: 62.5%. RXN SMILES: [H-].[Li+].C(S)CC.C[O:8][C:9]1[CH:26]=[C:25]2[C:12]([C@@:13]3([CH3:30])[C@H:22]([CH2:23][S:24]2)[C@:21]2([CH3:27])[C@H:16]([C:17]([CH3:29])([CH3:28])[CH2:18][CH2:19][CH2:20]2)[CH2:15][CH2:14]3)=[C:11]([C:31]#[N:32])[CH:10]=1>CN(P(N(C)C)(N(C)C)=O)C>[OH:8][C:9]1[CH:26]=[C:25]2[C:12]([C@@:13]3([CH3:30])[C@H:22]([CH2:23][S:24]2)[C@:21]2([CH3:27])[C@H:16]([C:17]([CH3:28])([CH3:29])[CH2:18][CH2:19][CH2:20]2)[CH2:15][CH2:14]3)=[C:11]([C:31]#[N:32])[CH:10]=1 |f:0.1|. Reported procedure: A mixture of LiH (0.127 g, 16.2 mmol), 1-propyl thiol (1.60 mL, 17.6 mmol) in HMPA (2 mL) was stirred at room temperature for 15 minutes under N2. To the mixture, a solution of (1R,10R,11S,16S)-5-methoxy-1,11,15,15-tetramethyl-8-thiatetracyclo[8.8.0.02,7.011,16]octadeca-2,4,6-triene-3-carbonitrile (77) (0.10 g 0.27 mmol) in HMPA (3.0 mL) was added. The mixture was heated at 130° C. for 30 min. The reaction mixture was cooled to room temperature and quenched with water, then extracted with EtOAc.... Run in CN(C)P(=O)(N(C)C)N(C)C (HMPA), CN(C)P(=O)(N(C)C)N(C)C (HMPA). Reactants: [H-].[Li+] (LiH), C(CC)S (1-propyl thiol), COC1=CC(=C2[C@@]3(CC[C@H]4C(CCC[C@@]4([C@H]3CSC2=C1)C)(C)C)C)C#N ((1R,10R,11S,16S)-5-methoxy-1,11,15,15-tetramethyl-8-thiatetracyclo[8.8.0.02,7.011,16]octadeca-2,4,6-triene-3-carbonitrile). Product: OC1=CC(=C2[C@@]3(CC[C@H]4C(CCC[C@@]4([C@H]3CSC2=C1)C)(C)C)C)C#N ((1R,10R,11S,16S)-5-hydroxy-1,11,15,15-tetramethyl-8-thiatetracyclo[8.8.0.02,7.011,16]octadeca-2,4,6-triene-3-carbonitrile). Run at time 15 minute. Starting materials: C(C(=O)Cl)(=O)Cl (Oxalyl chloride), CN1C(=CC2=CC=CC=C12)C(=O)O (1-methyl-1H-indole carboxylic acid). The solvent is C(Cl)Cl (methylene chloride), C(Cl)Cl (methylene chloride). The product is CN1C=C(C2=CC=CC=C12)C(=O)Cl (1-methyl-1H-indole-3-carbonyl chloride). Reaction SMILES: [C:1](Cl)(=O)[C:2]([Cl:4])=[O:3].[CH3:7][N:8]1[C:16]2[C:11](=[CH:12][CH:13]=[CH:14][CH:15]=2)C=[C:9]1C(O)=O>C(Cl)Cl>[CH3:9][N:8]1[C:16]2[C:15](=[CH:14][CH:13]=[CH:12][CH:11]=2)[C:1]([C:2]([Cl:4])=[O:3])=[CH:7]1. Reported procedure: Oxalyl chloride (7.1 mL, 81.4 mmol) in 50 mL of methylene chloride was added under nitrogen dropwise to a solution of 1-methyl-1H-indole carboxylic acid (2.86 g, 16.3 mmol) in 100 mL of methylene chloride at room temperature. After the addition the reaction was stirred at room temperature until the reaction was determined by NMR analysis to be complete. The solvent and excess oxalyl chloride were removed under reduced pressure. The residue was taken up in benzene and then concentrated to dryness... Starting materials: [Al+3], Cc1cc2ccccc2[nH]1, CCOC(C)=O, [Cl-], [Cl-], [Cl-], COC(=O)CCC(=O)Cl, ClCCl, Cl. Product: COC(=O)CCC(=O)c1c(C)[nH]c2ccccc12. Reaction SMILES: [Al+3:11].[CH3:14][c:15]1[nH:16][c:17]2[cH:18][cH:19][cH:20][cH:21][c:22]2[cH:23]1.[CH3:28][CH2:29][O:30][C:31](=[O:32])[CH3:33].[Cl-:10].[Cl-:12].[Cl-:13].[Cl:1][C:2](=[O:3])[CH2:4][CH2:5][C:6](=[O:7])[O:8][CH3:9].[Cl:25][CH2:26][Cl:27].[ClH:24]>>[C:2](=[O:3])([CH2:4][CH2:5][C:6](=[O:7])[O:8][CH3:9])[c:23]1[c:15]([CH3:14])[nH:16][c:17]2[cH:18][cH:19][cH:20][cH:21][c:22]21. Reactants: Cl.N1(CCCCC1)C1CCN(CC1)C(=O)Cl ([1,4′]bipiperidinyl-1′-carbonyl chloride hydrochloride), C(=O)([O-])[O-].[K+].[K+] (K2CO3). Solvent: C(Cl)Cl (methylene chloride). Run at time 1 hour. Product: N1(CCCCC1)C1CCN(CC1)C(=O)Cl ([1,4′]bipiperidinyl-1′-carbonyl chloride). RXN SMILES: Cl.[N:2]1([CH:8]2[CH2:13][CH2:12][N:11]([C:14]([Cl:16])=[O:15])[CH2:10][CH2:9]2)[CH2:7][CH2:6][CH2:5][CH2:4][CH2:3]1.C([O-])([O-])=O.[K+].[K+]>C(Cl)Cl>[N:2]1([CH:8]2[CH2:9][CH2:10][N:11]([C:14]([Cl:16])=[O:15])[CH2:12][CH2:13]2)[CH2:3][CH2:4][CH2:5][CH2:6][CH2:7]1 |f:0.1,2.3.4|. Procedure details: [1,4′]bipiperidinyl-1′-carbonyl chloride hydrochloride (9.7 g), methylene chloride (150 ml) and K2CO3 (10.5 g, 2.1 ekv) were charged. The mixture was stirred for about 1 hour. The solution was filtered and the cake washed with 10 ml of methylene chloride. The solution (containing 8.4 g of [1,4′]bipiperidinyl-1′-carbonyl chloride) can be used as such for the preparation of Irinotecan Reactants: [BH3-]C#N, O=C([O-])O, CO, C[O-], CO, CC(=O)O, ClC(Cl)Cl, Cl, COc1ncc(C=O)cc1F, COc1cnc2ccc(=O)n(CCN3CCC(N)CC3)c2c1, [Na+], [Na+], [Na+]. Yields the product COc1cnc2ccc(=O)n(CCN3CCC(NCc4cnc(OC)c(F)c4)CC3)c2c1. RXN SMILES: [C:40]([BH3-:41])#[N:42].[C:44](=[O:45])([O-:46])[OH:47].[CH3:24][OH:25].[CH3:26][O-:27].[CH3:49][OH:50].[CH3:55][C:56](=[O:57])[OH:58].[CH:51]([Cl:52])([Cl:53])[Cl:54].[ClH:1].[F:29][c:30]1[c:31]([O:38][CH3:39])[n:32][cH:33][c:34]([CH:35]=[O:36])[cH:37]1.[NH2:2][CH:3]1[CH2:4][CH2:5][N:6]([CH2:9][CH2:10][n:11]2[c:12](=[O:23])[cH:13][cH:14][c:15]3[n:16][cH:17][c:18]([O:21][CH3:22])[cH:19][c:20]23)[CH2:7][CH2:8]1.[Na+:28].[Na+:43].[Na+:48]>>[NH:2]([CH:3]1[CH2:4][CH2:5][N:6]([CH2:9][CH2:10][n:11]2[c:12](=[O:23])[cH:13][cH:14][c:15]3[n:16][cH:17][c:18]([O:21][CH3:22])[cH:19][c:20]23)[CH2:7][CH2:8]1)[CH2:35][c:34]1[cH:33][n:32][c:31]([O:38][CH3:39])[c:30]([F:29])[cH:37]1. The reactants are C(C)O (ethanol), [N+](=O)(O)[O-] (nitric acid), ClC1=CC=C2C(=CC(NC2=C1)=O)O (7-chloro-4-hydroxycarbostyril). Run in C(C)(=O)O (acetic acid). The product is ClC1=CC=C2C(=C(C(NC2=C1)=O)[N+](=O)[O-])O (7-Chloro-4-hydroxy-3-nitrocarbostyril). As a reaction SMILES: [Cl:1][C:2]1[CH:11]=[C:10]2[C:5]([C:6]([OH:13])=[CH:7][C:8](=[O:12])[NH:9]2)=[CH:4][CH:3]=1.[N+:14]([O-])([OH:16])=[O:15].C(O)C>C(O)(=O)C>[Cl:1][C:2]1[CH:11]=[C:10]2[C:5]([C:6]([OH:13])=[C:7]([N+:14]([O-:16])=[O:15])[C:8](=[O:12])[NH:9]2)=[CH:4][CH:3]=1. Reported procedure: A suspension of 7-chloro-4-hydroxycarbostyril (0.5g.) in glacial acetic acid (4 ml.) was nitrated with concentrated nitric acid (0.7ml.) at 100° C and worked up in the usual manner to give the title compound, m.p. (aqueous ethanol) 166° - 167° C.